From a dataset of the Open Reaction Database (ORD), a public repository of structured organic reaction records. describe an organic reaction: reactants, conditions, products, and yield Starting materials: CC(C)(OC(=O)OCc1ccc([N+](=O)[O-])cc1)C1C(=O)NC1CC=O, CC(C)=O, CC(C)O. Yields the product CC(C)(OC(=O)OCc1ccc([N+](=O)[O-])cc1)C1C(=O)NC1CC(=O)O. As a reaction SMILES: [CH3:1][C:2]([CH3:3])([O:4][C:5](=[O:6])[O:7][CH2:8][c:9]1[cH:10][cH:11][c:12]([N+:15](=[O:16])[O-:17])[cH:13][cH:14]1)[CH:18]1[C:19](=[O:25])[NH:20][CH:21]1[CH2:22][CH:23]=[O:24].[CH3:30][C:31](=[O:32])[CH3:33].[CH:26]([CH3:27])([CH3:28])[OH:29]>>[CH3:1][C:2]([CH3:3])([O:4][C:5](=[O:6])[O:7][CH2:8][c:9]1[cH:10][cH:11][c:12]([N+:15](=[O:16])[O-:17])[cH:13][cH:14]1)[CH:18]1[C:19](=[O:25])[NH:20][CH:21]1[CH2:22][C:23](=[O:24])[OH:29]. Starting materials: C(=O)C1=CC=C(S1)C=1SC(=CC1)C=1SC=CC1CO (5-formyl-3"-hydroxymethyl-2,2 ':5',2"-terthiophene), [BH4-].[Na+] (sodium borohydride). The solvent is O1CCCC1 (tetrahydrofuran). Reaction conditions: time 40 minute. Product: OCC1=CC=C(S1)C=1SC(=CC1)C=1SC=CC1CO (5,3"-dihydroxymethyl 2,2':5 ',2"-terthiophene). Isolated yield 99.3%. As a reaction SMILES: [CH:1]([C:3]1[S:7][C:6]([C:8]2[S:9][C:10]([C:13]3[S:14][CH:15]=[CH:16][C:17]=3[CH2:18][OH:19])=[CH:11][CH:12]=2)=[CH:5][CH:4]=1)=[O:2].[BH4-].[Na+]>O1CCCC1>[OH:2][CH2:1][C:3]1[S:7][C:6]([C:8]2[S:9][C:10]([C:13]3[S:14][CH:15]=[CH:16][C:17]=3[CH2:18][OH:19])=[CH:11][CH:12]=2)=[CH:5][CH:4]=1 |f:1.2|. Procedure: To a solution of 5-formyl-3"-hydroxymethyl-2,2 ':5',2"-terthiophene (60 mg) in tetrahydrofuran (5 ml) was added sodium borohydride (15 mg). The reaction mixture was stirred at room temperature for 40 minutes. Methanol was removed and water was added. The solution was extracted with ethyl acetate, washed with brine, dried over anhydrous magnesium sulfate and concentrated to give yellowish solid product (60 mg), melting point 93°-95° C. Reactants: BrCC(=O)Br (2-bromoacetyl bromide), C(C1=CC=CC=C1)NCC (N-benzyl-N-ethylamine), COC1=CC=C(C=N1)NS(=O)(=O)C1=C(C=CC=C1)C (N-(6-methoxy-pyridin-3-yl)-2-methyl-benzenesulfonamide). Yields the product C(C1=CC=CC=C1)N(C(CN(S(=O)(=O)C=1C(=CC=CC1)C)C=1C=NC(=CC1)OC)=O)CC (N-Benzyl-N-ethyl-2-[(6-methoxy-pyridin-3-yl)-(toluene-2-sulfonyl)-amino]-acetamide). As a reaction SMILES: Br[CH2:2][C:3](Br)=[O:4].[CH2:6]([NH:13][CH2:14][CH3:15])[C:7]1[CH:12]=[CH:11][CH:10]=[CH:9][CH:8]=1.[CH3:16][O:17][C:18]1[N:23]=[CH:22][C:21]([NH:24][S:25]([C:28]2[CH:33]=[CH:32][CH:31]=[CH:30][C:29]=2[CH3:34])(=[O:27])=[O:26])=[CH:20][CH:19]=1>>[CH2:6]([N:13]([CH2:14][CH3:15])[C:3](=[O:4])[CH2:2][N:24]([C:21]1[CH:22]=[N:23][C:18]([O:17][CH3:16])=[CH:19][CH:20]=1)[S:25]([C:28]1[C:29]([CH3:34])=[CH:30][CH:31]=[CH:32][CH:33]=1)(=[O:26])=[O:27])[C:7]1[CH:12]=[CH:11][CH:10]=[CH:9][CH:8]=1. Reported procedure: prepared by reaction of 2-bromoacetyl bromide with N-benzyl-N-ethylamine and N-(6-methoxy-pyridin-3-yl)-2-methyl-benzenesulfonamide The reactants are CCOC(C)=O, CC(=O)OC=O, ClCCl, C=CCC1C(N)C(=O)N1C(C(=O)OC)=C(C)C. Yields the product C=CCC1C(NC=O)C(=O)N1C(C(=O)OC)=C(C)C. As a reaction SMILES: [CH3:27][CH2:28][O:29][C:30](=[O:31])[CH3:32].[CH:18](=[O:19])[O:20][C:21](=[O:22])[CH3:23].[Cl:24][CH2:25][Cl:26].[NH2:1][CH:2]1[C:3](=[O:17])[N:4]([C:9]([C:10](=[O:11])[O:12][CH3:13])=[C:14]([CH3:15])[CH3:16])[CH:5]1[CH2:6][CH:7]=[CH2:8]>>[NH:1]([CH:2]1[C:3](=[O:17])[N:4]([C:9]([C:10](=[O:11])[O:12][CH3:13])=[C:14]([CH3:15])[CH3:16])[CH:5]1[CH2:6][CH:7]=[CH2:8])[CH:18]=[O:19]. Starting materials: CC(C)(C)O, ClC(Cl)(Cl)Cl, O=C1CCS(=O)(=O)C(c2ccccc2F)c2cc(Cl)ccc2N1, O. Product: O=C1CC=C(c2ccccc2F)c2cc(Cl)ccc2N1. As a reaction SMILES: [C:24]([OH:25])([CH3:26])([CH3:27])[CH3:28].[C:30]([Cl:31])([Cl:32])([Cl:33])[Cl:34].[Cl:1][c:2]1[cH:3][cH:4][c:5]2[c:6]([cH:23]1)[CH:7]([c:16]1[c:17]([F:22])[cH:18][cH:19][cH:20][cH:21]1)[S:8](=[O:14])(=[O:15])[CH2:9][CH2:10][C:11](=[O:13])[NH:12]2.[OH2:29]>>[Cl:1][c:2]1[cH:3][cH:4][c:5]2[c:6]([cH:23]1)[C:7]([c:16]1[c:17]([F:22])[cH:18][cH:19][cH:20][cH:21]1)=[CH:9][CH2:10][C:11](=[O:13])[NH:12]2. Starting materials: [H-].[Na+] (sodium hydride), CS(=O)(=O)OCC(C)C1=C(C=C(C=C1)Cl)Cl (2-(2,4-dichlorophenyl)propyl methanesulfonate), 14, N1N=CN=C1 (1H-1,2,4-triazole). Solvent: CN(C=O)C (N,N-dimethylformamide). Reaction conditions: time 6 hour. The product is 10.2, ClC1=C(C=CC(=C1)Cl)C(CN1N=CN=C1)C (1-[2-(2,4-dichlorophenyl)propyl]-1H-1,2,4-triazole). Yield: 58.0%. RXN SMILES: [NH:1]1[CH:5]=[N:4][CH:3]=[N:2]1.[H-].[Na+].CS(O[CH2:13][CH:14]([C:16]1[CH:21]=[CH:20][C:19]([Cl:22])=[CH:18][C:17]=1[Cl:23])[CH3:15])(=O)=O>CN(C)C=O>[Cl:23][C:17]1[CH:18]=[C:19]([Cl:22])[CH:20]=[CH:21][C:16]=1[CH:14]([CH3:15])[CH2:13][N:1]1[CH:5]=[N:4][CH:3]=[N:2]1 |f:1.2|. Reported procedure: To a stirred mixture of 14 parts of 1H-1,2,4-triazole and 225 parts of N,N-dimethylformamide are added 6.2 parts of a sodium hydride dispersion 78%. When foaming has ceased, there are added 19.5 parts of 2-(2,4-dichlorophenyl)propyl methanesulfonate and stirring is continued for 6 hours at reflux. The reaction mixture is cooled, poured onto water and the product is extracted twice with 2,2'-oxybispropane. The combined extracts are washed with water, dried, filtered and evaporated. The residue is... Starting materials: C(C1=CC=CC=C1)OC(C1=C(C(=CC=C1)S(NCCC(=O)OCC(N(CCC)CCC)=O)(=O)=O)CC1=CC=CC=C1)=O (benzyl 3-(2-Dipropylcarbamoylmethoxycarbonyl-ethylsulfamoyl)-benzoic acid benzyl ester). The reagents and catalysts are [Pd] (Pd/C). Run in C(C)(=O)OC(C)C (isopropyl acetate). Reaction conditions: time 8 hour. Yields the product C(CC)N(C(=O)COC(=O)CCNS(=O)(=O)C=1C=C(C(=O)O)C=CC1)CCC (3-(2-Dipropylcarbamoylmethoxycarbonyl-ethylsulfamoyl)-benzoic acid). As a reaction SMILES: C([O:8][C:9](=[O:42])[C:10]1[CH:15]=[CH:14][CH:13]=[C:12]([S:16](=[O:34])(=[O:33])[NH:17][CH2:18][CH2:19][C:20]([O:22][CH2:23][C:24](=[O:32])[N:25]([CH2:29][CH2:30][CH3:31])[CH2:26][CH2:27][CH3:28])=[O:21])[C:11]=1CC1C=CC=CC=1)C1C=CC=CC=1>C(OC(C)C)(=O)C.[Pd]>[CH2:29]([N:25]([CH2:26][CH2:27][CH3:28])[C:24]([CH2:23][O:22][C:20]([CH2:19][CH2:18][NH:17][S:16]([C:12]1[CH:11]=[C:10]([CH:15]=[CH:14][CH:13]=1)[C:9]([OH:42])=[O:8])(=[O:34])=[O:33])=[O:21])=[O:32])[CH2:30][CH3:31]. Reported procedure: A solution of benzyl 3-(2-Dipropylcarbamoylmethoxycarbonyl-ethylsulfamoyl)-benzoic acid benzyl ester (5 g, 33.25 mmol) in isopropyl acetate (82 ml) was treated with 10% Pd/C (0.84 g, 50% wet), and stirred under H2 (3 atm) overnight. The catalyst was removed by filtration. To the filtrate was added 10% Pd/C (1.68 g, 50% wet), and the reaction stirred under H2 (3 atm) for 18 h. The catalyst was removed by filtration and further 10% Pd/C (1.68 g, 50% wet) was added and the reaction stirred under H2...